Dataset: the Open Reaction Database (ORD), a public repository of structured organic reaction records. Task: describe an organic reaction: reactants, conditions, products, and yield Reactants: [SiH](CC)(CC)CC (Et3SiH), COC1=CC(=C(C=C1)C(=O)C1=CC=C(C=C1)C)C ((4-methoxy-2-methyl phenyl)(4-methylphenyl)methanone), B(F)(F)F.CCOCC (BF3.Et2O), C([O-])(O)=O.[Na+] (sodium bicarbonate). Solvent: C(C)#N (acetonitrile), C(Cl)(Cl)Cl (chloroform). Conditions: time 1 hour. The product is COC1=CC(=C(C=C1)CC1=CC=C(C=C1)C)C (4-methoxy-2-methyl-1-(4-methylbenzyl)benzene). Isolated yield 97.0%. As a reaction SMILES: [SiH](CC)(CC)CC.[CH3:8][O:9][C:10]1[CH:15]=[CH:14][C:13]([C:16]([C:18]2[CH:23]=[CH:22][C:21]([CH3:24])=[CH:20][CH:19]=2)=O)=[C:12]([CH3:25])[CH:11]=1.B(F)(F)F.CCOCC.C(=O)(O)[O-].[Na+]>C(#N)C.C(Cl)(Cl)Cl>[CH3:8][O:9][C:10]1[CH:15]=[CH:14][C:13]([CH2:16][C:18]2[CH:23]=[CH:22][C:21]([CH3:24])=[CH:20][CH:19]=2)=[C:12]([CH3:25])[CH:11]=1 |f:2.3,4.5|. Procedure: Et3SiH (8.5 mL, 0.0531 mol) was added to a mixed solution of chloroform (8 mL) and acetonitrile (32 mL) of (4-methoxy-2-methyl phenyl)(4-methylphenyl)methanone and BF3.Et2O (4.5 mL, 0.0354 mol) was added dropwise while cooled on ice. The reaction mixture was warmed to room temperature and stirred at 50° C. for one hour. After the reaction mixture was added with a saturated sodium bicarbonate aqueous solution and extracted with ethyl acetate while cooled on ice, the organic phase was washed with ... The reactants are COC=1C=C(C=CC1OC)S (3,4-dimethoxythiophenol), C1(=CC=CC=C1)CCCCC=CC(=O)OC(C)(C)C (t-butyl 7-phenyl-2-heptenoate). Reagents/catalysts: [Li]CCCC (n-BuLi). Run in O (water), C1CCOC1 (THF), C1CCOC1 (THF). Reaction conditions: time 15 minute. The product is C(C)(C)(C)OC(CC(CCCCC1=CC=CC=C1)SC1=CC(=C(C=C1)OC)OC)=O ((±)-t-butyl-3-(3,4-dimethoxyphenyl)sulfanyl-7-phenylheptanoate). The yield is 90.1%. RXN SMILES: [CH3:1][O:2][C:3]1[CH:4]=[C:5]([SH:11])[CH:6]=[CH:7][C:8]=1[O:9][CH3:10].[C:12]1([CH2:18][CH2:19][CH2:20][CH2:21][CH:22]=[CH:23][C:24]([O:26][C:27]([CH3:30])([CH3:29])[CH3:28])=[O:25])[CH:17]=[CH:16][CH:15]=[CH:14][CH:13]=1>C1COCC1.O.[Li]CCCC>[C:27]([O:26][C:24](=[O:25])[CH2:23][CH:22]([S:11][C:5]1[CH:6]=[CH:7][C:8]([O:9][CH3:10])=[C:3]([O:2][CH3:1])[CH:4]=1)[CH2:21][CH2:20][CH2:19][CH2:18][C:12]1[CH:13]=[CH:14][CH:15]=[CH:16][CH:17]=1)([CH3:30])([CH3:28])[CH3:29]. Procedure: To a solution of 3,4-dimethoxythiophenol (8.25 mL, 57.6 mmol) in anhydrous THF (100 mL) at 0° C., is added n-BuLi (2.5 M in hexane, 0.77 mL, 1.92 mmol) and the solution is stirred for 15 minutes under a nitrogen atmosphere. t-butyl 7-phenyl-2-heptenoate (10 g, 38.4 mmol) in THF (100 mL) is added dropwise and the mixture is allowed to warm to room temperature and stir overnight. TLC analysis indicated complete reaction. The reaction mixture is diluted with water (300 mL) and extracted with ether ... Reactants: resultant solution, C([O-])(O)=O.[Na+] (sodium bicarbonate), C(C)ON=C(C(=O)OCC)C(CCl)=O (ethyl 2-ethoxyimino-3-oxo-4-chlorobutyrate), NC(=S)N (thiourea), C(C)(=O)[O-].[Na+] (sodium acetate). The solvent is O (water), CO (methanol). Run at temperature 48 celsius, time 40 minute. Product: NC=1SC=C(N1)C(C(=O)OCC)=NOCC (ethyl 2-(2-amino-4-thiazolyl)-2-ethoxyiminoacetate). The yield is 34.8%. As a reaction SMILES: [CH2:1]([O:3][N:4]=[C:5]([C:11](=O)[CH2:12]Cl)[C:6]([O:8][CH2:9][CH3:10])=[O:7])[CH3:2].[NH2:15][C:16]([NH2:18])=[S:17].C([O-])(=O)C.[Na+].C(=O)(O)[O-].[Na+]>O.CO>[NH2:18][C:16]1[S:17][CH:12]=[C:11]([C:5](=[N:4][O:3][CH2:1][CH3:2])[C:6]([O:8][CH2:9][CH3:10])=[O:7])[N:15]=1 |f:2.3,4.5|. Reported procedure: A mixture of ethyl 2-ethoxyimino-3-oxo-4-chlorobutyrate (syn isomer 38.7 g.), thiourea (13.2 g.), sodium acetate (14.3 g.), methanol (95 ml.) and water (95 ml.) was stirred at 48° C. for 40 minutes. After the resultant solution was adjusted to pH 6.5 with an aqueous solution of sodium bicarbonate, the appeared precipitates were collected by filtration and washed with diisopropyl ether to give ethyl 2-(2-amino-4-thiazolyl)-2-ethoxyiminoacetate (syn isomer, 14.7 g.), mp 130° to 131° C. Reactants: ClC1=C(C=CC(=C1)F)C1(CCCC1)C(=O)O (1-(2-chloro-4-fluorophenyl)cyclopentanecarboxylic acid), NCCCN1CCC(CC1)C=1C=C(C=CC1)NC(=O)C1CC1 (N-{3-[1-(3-aminopropyl)-4-piperidinyl]phenyl}cyclopropane carboxamide). Product: ClC1=C(C=CC(=C1)F)C1(CCCC1)C(=O)NCCCN1CCC(CC1)C1=CC(=CC=C1)NC(=O)C1CC1 (1-(2-CHLORO-4-FLUOROPHENYL)-N-[3-(4-{3-[(CYCLOPROPYLCARBONYL)AMINO]PHENYL}-1-PIPERIDINYL)PROPYL]CYCLOPENTANECARBOXAMIDE). RXN SMILES: [Cl:1][C:2]1[CH:7]=[C:6]([F:8])[CH:5]=[CH:4][C:3]=1[C:9]1([C:14]([OH:16])=O)[CH2:13][CH2:12][CH2:11][CH2:10]1.[NH2:17][CH2:18][CH2:19][CH2:20][N:21]1[CH2:26][CH2:25][CH:24]([C:27]2[CH:28]=[C:29]([NH:33][C:34]([CH:36]3[CH2:38][CH2:37]3)=[O:35])[CH:30]=[CH:31][CH:32]=2)[CH2:23][CH2:22]1>>[Cl:1][C:2]1[CH:7]=[C:6]([F:8])[CH:5]=[CH:4][C:3]=1[C:9]1([C:14]([NH:17][CH2:18][CH2:19][CH2:20][N:21]2[CH2:26][CH2:25][CH:24]([C:27]3[CH:32]=[CH:31][CH:30]=[C:29]([NH:33][C:34]([CH:36]4[CH2:38][CH2:37]4)=[O:35])[CH:28]=3)[CH2:23][CH2:22]2)=[O:16])[CH2:10][CH2:11][CH2:12][CH2:13]1. Procedure details: Example 119 was prepared from 1-(2-chloro-4-fluorophenyl)cyclopentanecarboxylic acid and N-{3-[1-(3-aminopropyl)-4-piperidinyl]phenyl}cyclopropane carboxamide according to the procedures described in Scheme 10: ESMS m/e: 526.2 (M+H)+. The reactants are F[B-](F)(F)F, CCN(C(C)C)C(C)C, Cc1onc(-c2ccc(F)cn2)c1CCc1ncc(C(=O)O)s1, NC1CCOCC1, CN(C)C=O, CN(C)C(On1nnc2ccccc21)=[N+](C)C. The product is Cc1onc(-c2ccc(F)cn2)c1CCc1ncc(C(=O)NC2CCOCC2)s1. RXN SMILES: [B-:24]([F:25])([F:26])([F:27])[F:28].[CH:46]([N:47]([CH2:48][CH3:49])[CH:50]([CH3:51])[CH3:52])([CH3:53])[CH3:54].[F:1][c:2]1[cH:3][cH:4][c:5](-[c:8]2[n:9][o:10][c:11]([CH3:23])[c:12]2[CH2:13][CH2:14][c:15]2[s:16][c:17]([C:20](=[O:21])[OH:22])[cH:18][n:19]2)[n:6][cH:7]1.[NH2:55][CH:56]1[CH2:57][CH2:58][O:59][CH2:60][CH2:61]1.[O:62]=[CH:63][N:64]([CH3:65])[CH3:66].[n:29]1([O:30][C:31]([N:32]([CH3:33])[CH3:34])=[N+:35]([CH3:36])[CH3:37])[c:38]2[cH:39][cH:40][cH:41][cH:42][c:43]2[n:44][n:45]1>>[F:1][c:2]1[cH:3][cH:4][c:5](-[c:8]2[n:9][o:10][c:11]([CH3:23])[c:12]2[CH2:13][CH2:14][c:15]2[s:16][c:17]([C:20](=[O:22])[NH:55][CH:56]3[CH2:57][CH2:58][O:59][CH2:60][CH2:61]3)[cH:18][n:19]2)[n:6][cH:7]1. The reactants are O=[N+]([O-])c1cc(C(F)(F)F)c(Br)cc1-n1ccnc1, CCO. Yields the product Nc1cc(C(F)(F)F)c(Br)cc1-n1ccnc1. Reaction SMILES: [Br:1][c:2]1[c:3]([C:16]([F:17])([F:18])[F:19])[cH:4][c:5]([N+:13]([O-:14])=[O:15])[c:6](-[n:8]2[cH:9][n:10][cH:11][cH:12]2)[cH:7]1.[CH3:20][CH2:21][OH:22]>>[Br:1][c:2]1[c:3]([C:16]([F:17])([F:18])[F:19])[cH:4][c:5]([NH2:13])[c:6](-[n:8]2[cH:9][n:10][cH:11][cH:12]2)[cH:7]1. Yields the product Nc1c(I)ncnc1Nc1ccc(OCc2cccc(F)c2)c(Cl)c1. The reactants are CN1CCCC1=O, Nc1ccc(OCc2cccc(F)c2)c(Cl)c1, Nc1c(I)ncnc1I, O. RXN SMILES: [CH3:28][N:29]1[CH2:30][CH2:31][CH2:32][C:33]1=[O:34].[Cl:10][c:11]1[cH:12][c:13]([NH2:14])[cH:15][cH:16][c:17]1[O:18][CH2:19][c:20]1[cH:21][c:22]([F:26])[cH:23][cH:24][cH:25]1.[NH2:1][c:2]1[c:3]([I:9])[n:4][cH:5][n:6][c:7]1[I:8].[OH2:27]>>[NH2:1][c:2]1[c:3]([I:9])[n:4][cH:5][n:6][c:7]1[NH:14][c:13]1[cH:12][c:11]([Cl:10])[c:17]([O:18][CH2:19][c:20]2[cH:21][c:22]([F:26])[cH:23][cH:24][cH:25]2)[cH:16][cH:15]1.